The task is: describe an organic reaction: reactants, conditions, products, and yield. This data is from the Open Reaction Database (ORD), a public repository of structured organic reaction records. The reactants are N1N=NN=C1C1=C(C=CC=C1)SC1=C(N)C=CC=C1 (2-[2-(1H-tetrazol-5-yl)phenylthio]aniline), ClC(=O)C1=CC=C(OCC(=O)OCCCC)C=C1 (butyl 4-chloroformylphenoxyacetate). Run in N1=CC=CC=C1 (pyridine), C(Cl)Cl (methylene chloride). Run at time 8 hour. Product: N1N=NN=C1C1=C(C=CC=C1)SC1=C(C=CC=C1)NC(=O)C1=CC=C(OCC(=O)OCCCC)C=C1 (Butyl 4-[2-[2-(1H-tetrazol-5-yl)phenylthio]phenylcarbamoyl]phenoxyacetate). Isolated yield 81.7%. Reaction SMILES: [NH:1]1[C:5]([C:6]2[CH:11]=[CH:10][CH:9]=[CH:8][C:7]=2[S:12][C:13]2[CH:19]=[CH:18][CH:17]=[CH:16][C:14]=2[NH2:15])=[N:4][N:3]=[N:2]1.Cl[C:21]([C:23]1[CH:37]=[CH:36][C:26]([O:27][CH2:28][C:29]([O:31][CH2:32][CH2:33][CH2:34][CH3:35])=[O:30])=[CH:25][CH:24]=1)=[O:22]>N1C=CC=CC=1.C(Cl)Cl>[NH:4]1[C:5]([C:6]2[CH:11]=[CH:10][CH:9]=[CH:8][C:7]=2[S:12][C:13]2[CH:19]=[CH:18][CH:17]=[CH:16][C:14]=2[NH:15][C:21]([C:23]2[CH:37]=[CH:36][C:26]([O:27][CH2:28][C:29]([O:31][CH2:32][CH2:33][CH2:34][CH3:35])=[O:30])=[CH:25][CH:24]=2)=[O:22])=[N:1][N:2]=[N:3]1. Procedure details: In a mixture of 6 ml of pyridine and 80 ml of methylene chloride was dissolved 5.3 g of 2-[2-(1H-tetrazol-5-yl)phenylthio]aniline followed by dropwise addition of 5.4 g of butyl 4-chloroformylphenoxyacetate, and the mixture was stirred overnight. The solvent was then distilled off and the residue was crystallized from aqueous ethanol and then recrystallized ethyl acetate to give 8.1 g of the title compound as white crystals, m.p. 133-135. Starting materials: CNS(=O)(=O)C1=C(C(=CC=C1Cl)[N+](=O)[O-])O (N-methyl-6-chloro-2-hydroxy-3-nitrobenzenesulfonamide). The reagents and catalysts are [Pd] (Pd/C). The solvent is C(C)(=O)OCC (ethyl acetate). Run at time 1.5 hour. Product: CNS(=O)(=O)C1=C(C(=CC=C1Cl)N)O (N-Methyl-3-amino-6-chloro-2-hydroxybenzenesulfonamide). Yield: 127.6%. RXN SMILES: [CH3:1][NH:2][S:3]([C:6]1[C:11]([Cl:12])=[CH:10][CH:9]=[C:8]([N+:13]([O-])=O)[C:7]=1[OH:16])(=[O:5])=[O:4]>C(OCC)(=O)C.[Pd]>[CH3:1][NH:2][S:3]([C:6]1[C:11]([Cl:12])=[CH:10][CH:9]=[C:8]([NH2:13])[C:7]=1[OH:16])(=[O:5])=[O:4]. Procedure details: To a solution of N-methyl-6-chloro-2-hydroxy-3-nitrobenzenesulfonamide (140 mg, 0.53 mmol) in ethyl acetate, was added 10% Pd/C (60 mg). The mixture was flushed with argon, then stirred under a hydrogen atmosphere at balloon pressure for 1.5 hours at room temperature. The mixture was filtered through celite and the celite was washed with methanol. The solvent was evaporated to give the desired product (160 mg, >100%). 1H NMR (DMSO-d6): δ 7.95 (bs, 1H), 6.85 (d, 1H), 6.79 (d, 1H), 2.48 (d, 3H). Starting materials: CC(=O)O, CC(=O)OC(C)=O, Cc1cc([N+](=O)[O-])ccc1N, C1CCOC1. Yields the product CC(=O)Nc1ccc([N+](=O)[O-])cc1C. Reaction SMILES: [CH3:12][C:13]([OH:14])=[O:15].[CH3:16][C:17]([O:18][C:19](=[O:20])[CH3:21])=[O:22].[NH2:1][c:2]1[c:3]([CH3:11])[cH:4][c:5]([N+:8](=[O:9])[O-:10])[cH:6][cH:7]1.[O:23]1[CH2:24][CH2:25][CH2:26][CH2:27]1>>[NH:1]([c:2]1[c:3]([CH3:11])[cH:4][c:5]([N+:8](=[O:9])[O-:10])[cH:6][cH:7]1)[C:13]([CH3:12])=[O:14].